This data is from the Open Reaction Database (ORD), a public repository of structured organic reaction records. The task is: describe an organic reaction: reactants, conditions, products, and yield Reactants: [Li]CCCC (n-BuLi), BrC1=NC(=CC=C1)OC (2-bromo-6-methoxy-pyridine), BrC1=CC=CC(=N1)C=O (6-Bromo-2-pyridine carboxaldehyde). The solvent is C1CCOC1 (THF). Conditions: temperature 0 celsius, time 20 minute. Product: BrC1=CC=CC(=N1)C(O)C1=NC(=CC=C1)OC ((6-bromopyridin-2-yl)(6-methoxypyridin-2-yl)methanol). Reaction SMILES: Br[C:2]1[CH:7]=[CH:6][CH:5]=[C:4]([O:8][CH3:9])[N:3]=1.[Li]CCCC.[Br:15][C:16]1[N:21]=[C:20]([CH:22]=[O:23])[CH:19]=[CH:18][CH:17]=1>C1COCC1>[Br:15][C:16]1[N:21]=[C:20]([CH:22]([C:2]2[CH:7]=[CH:6][CH:5]=[C:4]([O:8][CH3:9])[N:3]=2)[OH:23])[CH:19]=[CH:18][CH:17]=1. Reported procedure: To a mixture of 2-bromo-6-methoxy-pyridine (5.00 g, 26.59 mmol) in anhydrous THF (100 mL) @ −78° C. under N2 was added n-BuLi (11.701 mL, 2.5 M) dropwise. The mixture was stirred for 20 min and 6-Bromo-2-pyridine carboxaldehyde (4.95 g, 26.93 mmol was added. The mixture was warmed to 0° C. and stirred for 1 hr. The resulting mixture was quenched with saturated aqueous NH4Cl, and extracted 3× with EtOAc. The combined organics were dried (anhd. Na2SO4), filtered, and concentrated. The residue was ... Starting materials: C(C)(C)(C)OC(=O)N[C@@H]1CC[C@H](CC1)SC(C)=O (trans thioacetic acid S-(4-tert-butoxycarbonylamino-cyclohexyl) ester), C[O-].[Na+] (sodium methoxide), CI (methyl iodide). The solvent is C(C)(=O)OCC (ethyl acetate), O (water), CO (methanol). Run at time 3 hour. Product: C(C)(C)(C)OC(N[C@@H]1CC[C@H](CC1)SC)=O (trans (4-methylsulfanyl-cyclohexyl)-carbamic acid tert-butyl ester). The yield is 43.8%. Reaction SMILES: [C:1]([O:5][C:6]([NH:8][C@H:9]1[CH2:14][CH2:13][C@H:12]([S:15][C:16](=O)C)[CH2:11][CH2:10]1)=[O:7])([CH3:4])([CH3:3])[CH3:2].C[O-].[Na+].CI>CO.C(OCC)(=O)C.O>[C:1]([O:5][C:6](=[O:7])[NH:8][C@H:9]1[CH2:10][CH2:11][C@H:12]([S:15][CH3:16])[CH2:13][CH2:14]1)([CH3:4])([CH3:3])[CH3:2] |f:1.2|. Reported procedure: A stirred solution of trans thioacetic acid S-(4-tert-butoxycarbonylamino-cyclohexyl) ester (1.31 g, 4.80 mmol) in methanol (31 mL) was treated with sodium methoxide (1.04 g, 19.2 mmol) followed by methyl iodide (0.45 mL, 7.2 mmol). The mixture was stirred at ambient temperature for 3 hours then diluted with ethyl acetate and water. The phases were separated and the aqueous phase was extracted with ethyl acetate (×2). The combined organic extracts were washed with 10% aqueous citric acid solutio... The reactants are ClC=1C=C(CO)C=C(C1)Cl (3,5-dichlorobenzyl alcohol), trifluoromethanesulfonate ester, solution, C(C)(CC)[BH-](C(C)CC)C(C)CC.[Li+] (lithium tri(sec-butyl)borohydride), C(C1=CC=CC=C1)N1[C@H](C(OCC1)=O)C1=CC=CC=C1 (N-benzyl-3-(S)-phenylmorpholin-2-one), N (ammonia). Solvent: C1(=CC=CC=C1)C (toluene), C1CCOC1 (THF), C1CCOC1 (THF), O (water), C(C)(=O)OCC (ethyl acetate). Conditions: temperature -75 celsius, time 30 minute. Yields the product C(C1=CC=CC=C1)N1[C@H]([C@H](OCC1)OCC1=CC(=CC(=C1)Cl)Cl)C1=CC=CC=C1 (4-Benzyl-2-(S)-(3,5-dichlorobenzyloxy)-3-(S)-phenylmorpholine). Isolated yield 54.0%. Reaction SMILES: [CH2:1]([N:8]1[CH2:13][CH2:12][O:11][C:10](=[O:14])[C@@H:9]1[C:15]1[CH:20]=[CH:19][CH:18]=[CH:17][CH:16]=1)[C:2]1[CH:7]=[CH:6][CH:5]=[CH:4][CH:3]=1.C([BH-](C(CC)C)C(CC)C)(CC)C.[Li+].[Cl:35][C:36]1[CH:37]=[C:38]([CH:41]=[C:42]([Cl:44])[CH:43]=1)[CH2:39]O.N>C1COCC1.C1(C)C=CC=CC=1.O.C(OCC)(=O)C>[CH2:1]([N:8]1[CH2:13][CH2:12][O:11][C@H:10]([O:14][CH2:39][C:38]2[CH:37]=[C:36]([Cl:35])[CH:43]=[C:42]([Cl:44])[CH:41]=2)[C@@H:9]1[C:15]1[CH:20]=[CH:19][CH:18]=[CH:17][CH:16]=1)[C:2]1[CH:3]=[CH:4][CH:5]=[CH:6][CH:7]=1 |f:1.2|. Procedure details: A solution of 5.11 g (19.1 mmole) of N-benzyl-3-(S)-phenylmorpholin-2-one (from Example 14) in 100 mL of dry THF was cooled to -75° C. under nitrogen and was treated dropwise with 20.5 mL (20.5 mmole) of a 1M solution of lithium tri(sec-butyl)borohydride (L-Selectride®) in THF. After stirring the solution at -75° C. for 30 min, a solution of 3,5-dichlorobenzyl alcohol, trifluoromethanesulfonate ester in toluene (from Example 44, Step A) was added by cannula so that the internal temperature was m... Starting materials: C(C)N (ethylamine), C(#N)NC(SC)=NCCSCC1=C(N=CN1)C (N-cyano-N'-[2-((4-methyl-5-imidazolyl)methylthio)ethyl]-S-methylisothiourea). Solvent: C(C)O (ethanol). The product is C(#N)NC(=NCCSCC1=C(N=CN1)C)NCC (N-cyano-N'-ethyl-N"-[2-((4-methyl-5-imidazolyl)methylthio)ethyl]guanidine). Reaction SMILES: [CH2:1]([NH2:3])[CH3:2].[C:4]([NH:6][C:7](=[N:10][CH2:11][CH2:12][S:13][CH2:14][C:15]1[NH:19][CH:18]=[N:17][C:16]=1[CH3:20])SC)#[N:5]>C(O)C>[C:4]([NH:6][C:7]([NH:3][CH2:1][CH3:2])=[N:10][CH2:11][CH2:12][S:13][CH2:14][C:15]1[NH:19][CH:18]=[N:17][C:16]=1[CH3:20])#[N:5]. Procedure: Anhydrous ethylamine (9.0 g.) was added to a solution of N-cyano-N'-[2-((4-methyl-5-imidazolyl)methylthio)ethyl]-S-methylisothiourea (Example 3(c), 5.0 g.) in ethanol. The solution was heated under reflux for 8 hours and concentrated under reduced pressure. The residue was dissolved in isopropyl alcohol, filtered, and diluted with water. The white solid obtained was recrystallised from isopropyl alcohol-ether to yield N-cyano-N'-ethyl-N"-[2-((4-methyl-5-imidazolyl)methylthio)ethyl]guanidine, m.p... Starting materials: C1(=C(C(=C(C(=C1F)F)F)N)F)N.Cl.Cl (dihydrochloride), [N+](=O)([O-])C1=C(C=C(C=C1)NCCOCCO)C (2-[2-(4-nitro-3-methylphenylamino)ethoxy]ethanol). Reagents/catalysts: [Zn].[Cl-].[NH4+].O.C(C)O (zinc ammonium chloride water ethanol). Product: Cl.Cl.NC1=C(C=C(C=C1)NCCOCCO)C (2-[2-(4-amino-3-methylphenylamino)ethoxy]ethanol dihydrochloride). Reported procedure: The 2-[2-(4-nitro-2-methylphenylamino)ethoxy]ethanol (15) obtained above was reduced with a boiling zinc/ammonium chloride/water/ethanol mixture. The corresponding amine was isolated in dihydrochloride form. Reaction SMILES: [N+:1]([C:4]1[CH:9]=[CH:8][C:7]([NH:10][CH2:11][CH2:12][O:13][CH2:14][CH2:15][OH:16])=[CH:6][C:5]=1[CH3:17])([O-])=O.C1(N)C(F)=C(F)C(F)=C(N)C=1F.[ClH:30].Cl>[Zn].[Cl-].[NH4+].O.C(O)C>[ClH:30].[ClH:30].[NH2:1][C:4]1[CH:9]=[CH:8][C:7]([NH:10][CH2:11][CH2:12][O:13][CH2:14][CH2:15][OH:16])=[CH:6][C:5]=1[CH3:17] |f:1.2.3,4.5.6.7.8,9.10.11|.